From a dataset of the Open Reaction Database (ORD), a public repository of structured organic reaction records. describe an organic reaction: reactants, conditions, products, and yield Reactants: CC(C)(C)OC(=O)N1CCC(C(=O)O)C1, ClCCCl, CNOC, CCN(C(C)C)C(C)C, ClCCl, Cl, Cl. Yields the product CON(C)C(=O)C1CCN(C(=O)OC(C)(C)C)C1. As a reaction SMILES: [C:1]([CH3:2])([CH3:3])([CH3:4])[O:5][C:6](=[O:7])[N:8]1[CH2:9][CH:10]([C:13](=[O:14])[OH:15])[CH2:11][CH2:12]1.[CH2:30]([Cl:31])[CH2:32][Cl:33].[CH3:17][NH:18][O:19][CH3:20].[CH:21]([N:22]([CH2:23][CH3:24])[CH:25]([CH3:26])[CH3:27])([CH3:28])[CH3:29].[Cl:35][CH2:36][Cl:37].[ClH:16].[ClH:34]>>[C:1]([CH3:2])([CH3:3])([CH3:4])[O:5][C:6](=[O:7])[N:8]1[CH2:9][CH:10]([C:13](=[O:15])[N:18]([CH3:17])[O:19][CH3:20])[CH2:11][CH2:12]1. Reactants: O (water), CN(C(C(C)=O)=O)C (N,N-dimethyl-2-oxopropanamide), C(#C)[Mg]Br (ethynylmagnesium bromide), solution, C1CCOC1 (THF), C1CCOC1 (THF). Product: OC(C(=O)N(C)C)(C#C)C (2-hydroxy-N,N,2-trimethylbut-3-ynamide). RXN SMILES: [CH3:1][N:2]([CH3:8])[C:3](=[O:7])C(=O)C.[C:9]([Mg]Br)#[CH:10].[OH2:13].[CH2:14]1COC[CH2:15]1>>[OH:13][C:9]([CH3:10])([C:14]#[CH:15])[C:3]([N:2]([CH3:8])[CH3:1])=[O:7]. Procedure details: To a solution of N,N-dimethyl-2-oxopropanamide (413 mg, 3.59 mmol) in dry THF (10 mL) at 0° C. under an atmosphere of nitrogen was introduced ethynylmagnesium bromide (10 mL of a 0.5M solution in THF, 5.00 mmol) dropwise over 10 minutes. After warming to RT for 1 hr, water was introduced dropwise until gas evolution ceased and the resulting slurry concentrated in vacuo. The residue was slurried in DCM (50 mL) with sonication for 5 min. and the mixture filtered. Following re-suspension of the fil... Starting materials: ClC1=NC2=C(C=3C=4C=NC=CC4C(C13)=O)C=CC(=C2)OC (6-Chloro-3-methoxy-5,10-diaza-benzo[c]fluoren-7-one), CN(CCN)C (N,N-dimethylethylenediamine). Run at temperature 55 celsius, time 4 hour. The product is CN(CCNC1=NC2=C(C=3C=4C=NC=CC4C(C13)=O)C=CC(=C2)OC)C (6-(2-dimethylamino-ethylamino)-3-methoxy-5,10-diaza-benzo[c]-fluoren-7-one). RXN SMILES: Cl[C:2]1[C:14]2[C:13](=[O:15])[C:12]3[CH:11]=[CH:10][N:9]=[CH:8][C:7]=3[C:6]=2[C:5]2[CH:16]=[CH:17][C:18]([O:20][CH3:21])=[CH:19][C:4]=2[N:3]=1.[CH3:22][N:23]([CH3:27])[CH2:24][CH2:25][NH2:26]>>[CH3:22][N:23]([CH3:27])[CH2:24][CH2:25][NH:26][C:2]1[C:14]2[C:13](=[O:15])[C:12]3[CH:11]=[CH:10][N:9]=[CH:8][C:7]=3[C:6]=2[C:5]2[CH:16]=[CH:17][C:18]([O:20][CH3:21])=[CH:19][C:4]=2[N:3]=1. Reported procedure: 6-Chloro-3-methoxy-5,10-diaza-benzo[c]fluoren-7-one (Example 1c-1) (120 mg) was suspended in N,N-dimethylethylenediamine (50 ml) and the mixture was stirred at 55° C. for four hours under Ar. N,N-dimethylethylenediamine was evaporated and the residue was dissolved in dichloromethane. The solution was washed with water and dried over anhydrous sodium sulfate. Dichloromethane was evaporated to dryness. The residue was purified by silica gel column chromatography developed by dichloromethane-methan... The reactants are C(\C=C\C(=O)O)(=O)O (fumaric acid), [Cu].C(=O)O (formic acid copper), C(=O)O (formic acid). Solvent: CO (methanol), CO (methanol). Run at time 1 day. The product is [Cu].C(\C=C\C(=O)O)(=O)O (fumaric acid copper). The yield is 73.8%. RXN SMILES: [C:1]([OH:8])(=[O:7])/[CH:2]=[CH:3]/[C:4]([OH:6])=[O:5].C(O)=O.[Cu:12].C(O)=O>CO>[Cu:12].[C:1]([OH:8])(=[O:7])/[CH:2]=[CH:3]/[C:4]([OH:6])=[O:5] |f:2.3,5.6|. Procedure: 1.2 g of fumaric acid was dissolved under heating in a mixture solvent of 100 cm3 of methanol and 12 cm3 of formic acid. After this solution was cooled to the normal temperature, into this solution, a further solution in which 3.38 g of formic acid copper was dissolved in 100 cm3 of methanol was dripped and then this was kept still for one day. Thereafter, the precipitation product was suction-filtered and dried for 120° C./4 hours, whereby 1.37 g of fumaric acid copper was obtained. The reactants are N[C@H]1CC2=C(C=CC=C2CC1)N1CCN(CC1)C ((R)-2-amino-8-(4-methylpiperazin-1-yl)-1,2,3,4-tetrahydronaphthalene), CC=1C=C(C(=O)O)C=CC1N1CCOCC1 (3-methyl-4-morpholinobenzoic acid), C(=O)(N1C=NC=C1)N1C=NC=C1 (1,1'-carbonyldiimidazole), C(=O)=O (carbon dioxide). Solvent: CN(C=O)C (N,N-dimethylformamide), CN(C=O)C (N,N-dimethylformamide). Conditions: temperature 75 celsius, time 15 hour. Product: CN1CCN(CC1)C=1C=CC=C2CC[C@H](CC12)NC(C1=CC(=C(C=C1)N1CCOCC1)C)=O ((R)-N-[8-(4-Methylpiperazin-1-yl)-1,2,3,4-tetrahydro-2-naphthyl]-3-methyl-4-morpholinobenzamide). Isolated yield 50.0%. RXN SMILES: [CH3:1][C:2]1[CH:3]=[C:4]([CH:8]=[CH:9][C:10]=1[N:11]1[CH2:16][CH2:15][O:14][CH2:13][CH2:12]1)[C:5]([OH:7])=O.C(N1C=CN=C1)(N1C=CN=C1)=O.C(=O)=O.[NH2:32][C@@H:33]1[CH2:42][CH2:41][C:40]2[C:35](=[C:36]([N:43]3[CH2:48][CH2:47][N:46]([CH3:49])[CH2:45][CH2:44]3)[CH:37]=[CH:38][CH:39]=2)[CH2:34]1>CN(C)C=O>[CH3:49][N:46]1[CH2:47][CH2:48][N:43]([C:36]2[CH:37]=[CH:38][CH:39]=[C:40]3[C:35]=2[CH2:34][C@H:33]([NH:32][C:5](=[O:7])[C:4]2[CH:8]=[CH:9][C:10]([N:11]4[CH2:16][CH2:15][O:14][CH2:13][CH2:12]4)=[C:2]([CH3:1])[CH:3]=2)[CH2:42][CH2:41]3)[CH2:44][CH2:45]1. Procedure details: To a solution of 3-methyl-4-morpholinobenzoic acid (10 mg, 0.51 mmol) in anhydrous N,N-dimethylformamide (10 mL) was added 1,1'-carbonyldiimidazole (87 mg, 0.54 mmol) and the reaction was heated at 75° C. When the carbon dioxide evolution had ceased (after 30 min), the reaction was cooled to room temperature and a solution of (R)-2-amino-8-(4-methylpiperazin-1-yl)-1,2,3,4-tetrahydronaphthalene (120 mg, 0.49 mmol) in anhydrous N,N-dimethylformamide (5 mL) was added. The reaction was allowed to st... The reactants are CC(C)(C)Oc1nccnc1C=O, CC(=O)O[BH-](OC(C)=O)OC(C)=O, CCOC(C)=O, ClCCl, O=S(CC1CCNCC1)c1ccccc1F, [Na+], [Na+], [OH-]. The product is CC(C)(C)Oc1nccnc1CN1CCC(CS(=O)c2ccccc2F)CC1. Reaction SMILES: [C:1]([CH3:2])([CH3:3])([CH3:4])[O:5][c:6]1[c:7]([CH:12]=[O:13])[n:8][cH:9][cH:10][n:11]1.[C:30]([O:31][BH-:32]([O:33][C:34](=[O:35])[CH3:36])[O:37][C:38](=[O:39])[CH3:40])(=[O:41])[CH3:42].[CH3:49][CH2:50][O:51][C:52](=[O:53])[CH3:54].[Cl:46][CH2:47][Cl:48].[F:14][c:15]1[c:16]([S:21](=[O:22])[CH2:23][CH:24]2[CH2:25][CH2:26][NH:27][CH2:28][CH2:29]2)[cH:17][cH:18][cH:19][cH:20]1.[Na+:43].[Na+:45].[OH-:44]>>[C:1]([CH3:2])([CH3:3])([CH3:4])[O:5][c:6]1[c:7]([CH2:12][N:27]2[CH2:26][CH2:25][CH:24]([CH2:23][S:21]([c:16]3[c:15]([F:14])[cH:20][cH:19][cH:18][cH:17]3)=[O:22])[CH2:29][CH2:28]2)[n:8][cH:9][cH:10][n:11]1. Reactants: NC1CCC(CC1)OCC(=O)OC(C)(C)C (tert-butyl 2-(4-aminocyclohexoxy)acetate), BrC1=CC=C(C=C1)S(=O)(=O)C(F)(F)F (1-bromo-4-(trifluoromethylsulfonyl)benzene), C([O-])([O-])=O.[Cs+].[Cs+] (cesium carbonate). Reagents/catalysts: C=1C=CC(=CC1)P(C=2C=CC=CC2)C3=CC=C4C=CC=CC4=C3C5=C6C=CC=CC6=CC=C5P(C=7C=CC=CC7)C=8C=CC=CC8 (BINAP), CC(=O)[O-].CC(=O)[O-].[Pd+2] (Pd(OAc)2). Solvent: C1(=CC=CC=C1)C (toluene). Reaction conditions: temperature 100 celsius. The product is FC(S(=O)(=O)C1=CC=C(NC2CCC(CC2)OCC(=O)OC(C)(C)C)C=C1)(F)F (tert-butyl 2-[4-[4-(trifluoromethylsulfonyl)anilino]cyclohexoxy]acetate). The yield is 98.2%. Reaction SMILES: [NH2:1][CH:2]1[CH2:7][CH2:6][CH:5]([O:8][CH2:9][C:10]([O:12][C:13]([CH3:16])([CH3:15])[CH3:14])=[O:11])[CH2:4][CH2:3]1.Br[C:18]1[CH:23]=[CH:22][C:21]([S:24]([C:27]([F:30])([F:29])[F:28])(=[O:26])=[O:25])=[CH:20][CH:19]=1.C(=O)([O-])[O-].[Cs+].[Cs+]>C1(C)C=CC=CC=1.CC([O-])=O.CC([O-])=O.[Pd+2].C1C=CC(P(C2C(C3C(P(C4C=CC=CC=4)C4C=CC=CC=4)=CC=C4C=3C=CC=C4)=C3C(C=CC=C3)=CC=2)C2C=CC=CC=2)=CC=1>[F:29][C:27]([F:28])([F:30])[S:24]([C:21]1[CH:22]=[CH:23][C:18]([NH:1][CH:2]2[CH2:7][CH2:6][CH:5]([O:8][CH2:9][C:10]([O:12][C:13]([CH3:16])([CH3:15])[CH3:14])=[O:11])[CH2:4][CH2:3]2)=[CH:19][CH:20]=1)(=[O:25])=[O:26] |f:2.3.4,6.7.8|. Procedure: A suspension of tert-butyl 2-(4-aminocyclohexoxy)acetate (0.5 g, 1.7 mmol, 1 eq.), 1-bromo-4-(trifluoromethylsulfonyl)benzene (0.4 g, 1.7 mmol, 1 eq.), cesium carbonate (1.4 g, 4.3 mmol, 2.5 eq.), and BINAP (54 mg, 0.08 mmol, 0.05 eq.), in toluene (15 mL), was bubbled with nitrogen for 10 minutes before the addition of Pd(OAc)2 (19 mg, 0.08 mmol, 0.05 eq.) to the reaction mixture. Nitrogen gas was bubbled through the reaction mixture for another 10 minutes and the contents were heated at 100° C....